Dataset: the Open Reaction Database (ORD), a public repository of structured organic reaction records. Task: describe an organic reaction: reactants, conditions, products, and yield The reactants are CCCC[N+](CCCC)(CCCC)CCCC.[F-] (TBAF), C(C)(C)(C)OC(N(C)CCC1=CC(=C(C=C1)Cl)C(O[SiH2]C(C)(C)C)(C)C)=O ({2-[3-(tert-butyl-dimethyl-silanyloxymethyl)-4-chloro-phenyl]-ethyl}-methyl-carbamic acid tert-butyl ester), CCOC(=O)C (EtOAc). Solvent: C1CCOC1 (THF). Reaction conditions: time 1 hour. Yields the product C(C)(C)(C)OC(N(C)CCC1=CC(=C(C=C1)Cl)CO)=O ([2-(4-Chloro-3-hydroxymethyl-phenyl)-ethyl]-methyl-carbamic acid tert-butyl ester). Isolated yield 100.1%. As a reaction SMILES: CCCC[N+](CCCC)(CCCC)CCCC.[F-].[C:19]([O:23][C:24](=[O:45])[N:25]([CH2:27][CH2:28][C:29]1[CH:34]=[CH:33][C:32]([Cl:35])=[C:31]([C:36](C)(C)[O:37][SiH2]C(C)(C)C)[CH:30]=1)[CH3:26])([CH3:22])([CH3:21])[CH3:20].CCOC(C)=O>C1COCC1>[C:19]([O:23][C:24](=[O:45])[N:25]([CH2:27][CH2:28][C:29]1[CH:34]=[CH:33][C:32]([Cl:35])=[C:31]([CH2:36][OH:37])[CH:30]=1)[CH3:26])([CH3:22])([CH3:20])[CH3:21] |f:0.1|. Procedure: TBAF (1M in THF, 2.90 mL, 2.90 mmol) was added to a sol. of {2-[3-(tert-butyl-dimethyl-silanyloxymethyl)-4-chloro-phenyl]-ethyl}-methyl-carbamic acid tert-butyl ester (600 mg, 1.45 mmol) in THF (14.2 mL) at 0° C. The mixture was stirred for 1 h while warming up to rt. EtOAc was added, and the mixture was washed with aq. sat. NH4Cl and brine. The org. layer was dried over MgSO4, filtered, and the solvents were removed under reduced pressure. Purification of the crude by FC (CH2Cl2/MeOH 19:1) yiel... Starting materials: COC(=O)c1ccc(N=C=S)cc1[N+](=O)[O-], NN, C1CCOC1, O, O. Product: COC(=O)c1ccc(NC(=S)NN)cc1[N+](=O)[O-]. RXN SMILES: [CH3:1][O:2][C:3](=[O:4])[c:5]1[c:6]([N+:14](=[O:15])[O-:16])[cH:7][c:8]([N:11]=[C:12]=[S:13])[cH:9][cH:10]1.[NH2:18][NH2:19].[O:21]1[CH2:22][CH2:23][CH2:24][CH2:25]1.[OH2:17].[OH2:20]>>[CH3:1][O:2][C:3](=[O:4])[c:5]1[c:6]([N+:14](=[O:15])[O-:16])[cH:7][c:8]([NH:11][C:12](=[S:13])[NH:18][NH2:19])[cH:9][cH:10]1.